From a dataset of the Open Reaction Database (ORD), a public repository of structured organic reaction records. describe an organic reaction: reactants, conditions, products, and yield Reactants: C([O-])([O-])=O.[Ba+2] (barium carbonate), CCCCC1C(C(CCC(CCCC(CCCC(/C(=C/C(C(CC(CC(CC(CC(CCCC/C(=C/C(C(OC1=O)C(C)C(CCCNC(=N)N)O)C)/C)O)O)O)O)O)O[C@@H]2[C@H]([C@@H]([C@H](O2)CO)O)O)/C)O)O)O)C)O.S(=O)(=O)([O-])[O-] (primycin sulfate), CO (methanol). Solvent: C(=O)O (formic acid). Reaction conditions: time 10 minute. Yields the product CCCCC1C(C(CCC(CCCC(CCCC(/C(=C/C(C(CC(CC(CC(CC(CCCC/C(=C/C(C(OC1=O)C(C)C(CCCNC(=N)N)O)C)/C)O)O)O)O)O)O[C@@H]2[C@H]([C@@H]([C@H](O2)CO)O)O)/C)O)O)O)C)O.C(=O)[O-] (primycin formate). The yield is 191.6%. RXN SMILES: [C:1](=O)([O-:3])[O-:2].[Ba+2].[CH3:6][CH2:7][CH2:8][CH2:9][CH:10]1[C:45](=[O:46])[O:44][CH:43]([CH:47]([CH:49]([OH:57])[CH2:50][CH2:51][CH2:52][NH:53][C:54]([NH2:56])=[NH:55])[CH3:48])[CH:42]([CH3:58])[CH:41]=[C:40]([CH3:59])[CH2:39][CH2:38][CH2:37][CH2:36][CH:35]([OH:60])[CH2:34][CH:33]([OH:61])[CH2:32][CH:31]([OH:62])[CH2:30][CH:29]([OH:63])[CH2:28][CH:27]([OH:64])[CH:26]([O:65][C@H:66]2[O:70][C@H:69]([CH2:71][OH:72])[C@@H:68]([OH:73])[C@@H:67]2[OH:74])[CH:25]=[C:24]([CH3:75])[CH:23]([OH:76])[CH2:22][CH2:21][CH2:20][CH:19]([OH:77])[CH2:18][CH2:17][CH2:16][CH:15]([OH:78])[CH2:14][CH2:13][CH:12]([CH3:79])[CH:11]1[OH:80].S([O-])([O-])(=O)=O.CO>C(O)=O>[CH3:6][CH2:7][CH2:8][CH2:9][CH:10]1[C:45](=[O:46])[O:44][CH:43]([CH:47]([CH:49]([OH:57])[CH2:50][CH2:51][CH2:52][NH:53][C:54]([NH2:56])=[NH:55])[CH3:48])[CH:42]([CH3:58])[CH:41]=[C:40]([CH3:59])[CH2:39][CH2:38][CH2:37][CH2:36][CH:35]([OH:60])[CH2:34][CH:33]([OH:61])[CH2:32][CH:31]([OH:62])[CH2:30][CH:29]([OH:63])[CH2:28][CH:27]([OH:64])[CH:26]([O:65][C@H:66]2[O:70][C@H:69]([CH2:71][OH:72])[C@@H:68]([OH:73])[C@@H:67]2[OH:74])[CH:25]=[C:24]([CH3:75])[CH:23]([OH:76])[CH2:22][CH2:21][CH2:20][CH:19]([OH:77])[CH2:18][CH2:17][CH2:16][CH:15]([OH:78])[CH2:14][CH2:13][CH:12]([CH3:79])[CH:11]1[OH:80].[CH:1]([O-:3])=[O:2] |f:0.1,2.3,6.7|. Procedure: 0.088 g (0.446 millimole) of barium carbonate are heated to boiling in 5 ml of formic acid until a clear solution is obtained. The colorless solution is evaporated to dryness in vacuo. The residue is dissolved in 10 ml of methanol and the solution thus obtained is added to a suspension of 1.0 g (0.887 millimole) of primycin sulfate and 70 ml of methanol. The reaction mixture is heated to boiling for 10 minutes under constant stirring. The precipitated barium sulfate is filtered hot through a Cel... The product is COC(=O)c1c(Cl)[nH]c2ccccc12. RXN SMILES: [CH:22]([Cl:23])([Cl:24])[Cl:25].[Cl:14][N:15]1[C:16](=[O:17])[CH2:18][CH2:19][C:20]1=[O:21].[nH:1]1[cH:2][c:3]([C:10](=[O:11])[O:12][CH3:13])[c:4]2[cH:5][cH:6][cH:7][cH:8][c:9]12>>[nH:1]1[c:2]([Cl:14])[c:3]([C:10](=[O:11])[O:12][CH3:13])[c:4]2[cH:5][cH:6][cH:7][cH:8][c:9]12. Reactants: ClC(Cl)Cl, O=C1CCC(=O)N1Cl, COC(=O)c1c[nH]c2ccccc12. Reactants: C(C1=CC=CC=C1)S (benzyl mercaptan), BrCC(C(=O)O)=C (2-Bromomethylacrylic acid), [OH-].[Na+] (sodium hydroxide). Run in CO (methanol). Reaction conditions: time 23 hour. Yields the product C(C1=CC=CC=C1)SCC(C(=O)O)=C (2-benzylsulfanylmethyl-acrylic acid). The yield is 89.0%. RXN SMILES: Br[CH2:2][C:3](=[CH2:7])[C:4]([OH:6])=[O:5].[CH2:8]([SH:15])[C:9]1[CH:14]=[CH:13][CH:12]=[CH:11][CH:10]=1.[OH-].[Na+]>CO>[CH2:8]([S:15][CH2:2][C:3](=[CH2:7])[C:4]([OH:6])=[O:5])[C:9]1[CH:14]=[CH:13][CH:12]=[CH:11][CH:10]=1 |f:2.3|. Reported procedure: 2-Bromomethylacrylic acid (3.00 g, 18.1 mmol) was dissolved in methanol (100 mL), cooled on an ice bath and treated with benzyl mercaptan. Aqueous sodium hydroxide (1N, 39.8 mL) was added dropwise and the reaction mixture was allowed to adjust to room temperature with stirring for 23 hours. Methanol was removed by rotary evaporation at reduced pressure and water (100 mL) was added to the residue, which was then washed with ether. The aqueous layer was cooled on ice and acidified to pH 2.5. The p... The reactants are O=C([O-])[O-], [K+], [K+], [K+], O=[N+]([O-])[O-], O=S(=O)(O)O, O=S(=O)(CCO)c1ccccc1. Yields the product O=[N+]([O-])c1cccc(S(=O)(=O)CCO)c1. As a reaction SMILES: [C:18](=[O:19])([O-:20])[O-:21].[K+:13].[K+:22].[K+:23].[O-:14][N+:15]([O-:16])=[O:17].[S:24](=[O:25])(=[O:26])([OH:27])[OH:28].[c:1]1([S:7](=[O:8])(=[O:9])[CH2:10][CH2:11][OH:12])[cH:2][cH:3][cH:4][cH:5][cH:6]1>>[c:1]1([S:7](=[O:8])(=[O:9])[CH2:10][CH2:11][OH:12])[cH:2][cH:3][cH:4][c:5]([N+:15](=[O:14])[O-:16])[cH:6]1. The reactants are crude residue, C(C)(C)(C)OC(=O)N[C@H](CCO[Si](C)(C)C(C)(C)C)C(=O)O (N-(tert-butoxycarbonyl)-O-[tert-butyl(dimethyl)silyl]-D-homoserine), C1(CCCC1)O (cyclopentanol), C(CCl)Cl (EDC). The reagents and catalysts are CN(C)C=1C=CN=CC1 (DMAP). The solvent is C(C)(=O)OCC (ethyl acetate), C(Cl)Cl (DCM). Conditions: time 16 hour. Yields the product C(C)(C)(C)OC(=O)N[C@H](CCO[Si](C)(C)C(C)(C)C)C(=O)OC1CCCC1 (3—Cyclopentyl N-(tert-butoxycarbonyl)-O-[tert-butyl(dimethyl)silyl]-D-homoserinate). The yield is 73.0%. RXN SMILES: [C:1]([O:5][C:6]([NH:8][C@@H:9]([C:20]([OH:22])=[O:21])[CH2:10][CH2:11][O:12][Si:13]([C:16]([CH3:19])([CH3:18])[CH3:17])([CH3:15])[CH3:14])=[O:7])([CH3:4])([CH3:3])[CH3:2].[CH:23]1(O)[CH2:27][CH2:26][CH2:25][CH2:24]1.C(Cl)CCl>C(Cl)Cl.CN(C1C=CN=CC=1)C.C(OCC)(=O)C>[C:1]([O:5][C:6]([NH:8][C@@H:9]([C:20]([O:22][CH:23]1[CH2:27][CH2:26][CH2:25][CH2:24]1)=[O:21])[CH2:10][CH2:11][O:12][Si:13]([C:16]([CH3:19])([CH3:18])[CH3:17])([CH3:15])[CH3:14])=[O:7])([CH3:4])([CH3:2])[CH3:3]. Reported procedure: To a solution of N-(tert-butoxycarbonyl)-O-[tert-butyl(dimethyl)silyl]-D-homoserine (2.53 g, 7.6 mmol) in DCM (50 ml) at 0° C. was added cyclopentanol (1.39 ml, 15.3 ml, 2 eq), EDC (1.61 g, 8.4 mmol, 1.1 eq) and DMAP (0.093 g, 0.76 mmol, 0.1 eq). The reaction mixture was stirred for 16 hours at room temperature before evaporation under reduced pressure. The crude residue was dissolved in ethyl acetate (100 ml) and washed with 1M HCl, 1M Na2CO3 and brine. The organic layer was then dried over mag...